From a dataset of the Open Reaction Database (ORD), a public repository of structured organic reaction records. describe an organic reaction: reactants, conditions, products, and yield The reactants are ClC1=C(C(=O)NC=2C(=NNC2)C2=NC3=C(N2)C=CC(=C3)CN3CCOCC3)C(=CC=C1)Cl (2,6-dichloro-N-[3-(5-morpholin-4-ylmethyl-1H-benzimidazol-2-yl)-1H-pyrazol-4-yl]-benzamide), FC1=C(C(=O)NC=2C(=NNC2)C(=O)O)C(=CC=C1)F (4-(2,6-difluoro-benzoylamino)-1H-pyrazole-3-carboxylic acid), ClC1=CC(=C(C=C1Cl)N)N (4,5-dichloro-1,2-phenylene diamine). Reported procedure: The compound was prepared in a manner analogous to 2,6-dichloro-N-[3-(5-morpholin-4-ylmethyl-1H-benzimidazol-2-yl)-1H-pyrazol-4-yl]-benzamide (Example 94E), however using 4-(2,6-difluoro-benzoylamino)-1H-pyrazole-3-carboxylic acid (Example 16D) and 4,5-dichloro-1,2-phenylene diamine to give N-[3-(5,6-dichloro-1H-benzimidazol-2-yl)-1H-pyrazol-4-yl]-2,6-difluoro-benzamide (29 mg) as a beige solid. (LC/MS: Rt 3.53, [M+H]+ 408.02). Reaction SMILES: ClC1C=CC=C(Cl)C=1C(NC1C(C2NC3C=CC(CN4CCOCC4)=CC=3N=2)=NNC=1)=O.[F:33][C:34]1[CH:50]=[CH:49][CH:48]=[C:47]([F:51])[C:35]=1[C:36]([NH:38][C:39]1[C:40]([C:44](O)=O)=[N:41][NH:42][CH:43]=1)=[O:37].[Cl:52][C:53]1[C:58]([Cl:59])=[CH:57][C:56]([NH2:60])=[C:55]([NH2:61])[CH:54]=1>>[Cl:52][C:53]1[C:58]([Cl:59])=[CH:57][C:56]2[NH:60][C:44]([C:40]3[C:39]([NH:38][C:36](=[O:37])[C:35]4[C:34]([F:33])=[CH:50][CH:49]=[CH:48][C:47]=4[F:51])=[CH:43][NH:42][N:41]=3)=[N:61][C:55]=2[CH:54]=1. Yields the product ClC1=CC2=C(NC(=N2)C2=NNC=C2NC(C2=C(C=CC=C2F)F)=O)C=C1Cl (N-[3-(5,6-dichloro-1H-benzimidazol-2-yl)-1H-pyrazol-4-yl]-2,6-difluoro-benzamide).